Dataset: the Open Reaction Database (ORD), a public repository of structured organic reaction records. Task: describe an organic reaction: reactants, conditions, products, and yield Reactants: P(Cl)(Cl)(Cl)(Cl)Cl (Phosphorus pentachloride), CC1=CC=C(C=C1)CC(=O)O (4-methylphenylacetic acid). Conditions: temperature 80 celsius. Yields the product CC1=CC=C(C=C1)CC(=O)Cl (4-methylphenylacetyl chloride). Reaction SMILES: P(Cl)(Cl)(Cl)(Cl)[Cl:2].[CH3:7][C:8]1[CH:13]=[CH:12][C:11]([CH2:14][C:15]([OH:17])=O)=[CH:10][CH:9]=1>>[CH3:7][C:8]1[CH:13]=[CH:12][C:11]([CH2:14][C:15]([Cl:2])=[O:17])=[CH:10][CH:9]=1. Procedure: Phosphorus pentachloride (1.lg, 0.0053 mol) was added to 4-methylphenylacetic acid (0.76g, 0.0051 mol) and the mixture was allowed to react by heating at about 80° C. POCl3 and excess phosphorus pentachloride were completely removed by evaporation in vacuo to obtain 4-methylphenylacetyl chloride. This chloride was dissolved in toluene (10 ml) and to the mixture were added S-(-)-α(4-n-heptyloxyphenyl)ethyl alcohol (1.0g, 0.0042 mol) and pyridine (1 ml, a dehydrochlorinating agent). The mixture wa...